From a dataset of the Open Reaction Database (ORD), a public repository of structured organic reaction records. describe an organic reaction: reactants, conditions, products, and yield Starting materials: FC(S(=O)(=O)OC1=CC(=CC=C1)C=1N=C(C2=CC(=C(C=C2C1)OC)OC)C)(F)F (3-(6,7-Dimethoxy-1-methylisoquinolin-3-yl)phenyl trifluoromethanesulfonate), C(C)(C)(C)C1=CC=C(C=C1)B(O)O (4-t-butylphenylboronic acid), C(=O)([O-])[O-].[K+].[K+] (K2CO3). Reagents/catalysts: CC(=O)[O-].CC(=O)[O-].[Pd+2] (Pd(OAc)2), CC(C)C1=CC(=C(C(=C1)C(C)C)C2=C(C=CC=C2)P(C3CCCCC3)C4CCCCC4)C(C)C (XPhos). The solvent is C(C)#N (ACN), O (H2O), CCOC(=O)C (EtOAc). Reaction conditions: temperature 95 celsius. Yields the product CCOC(=O)C.CCCCCC (EtOAc hexane). Isolated yield 228.9%. RXN SMILES: FC(F)(F)S([O:6][C:7]1C=CC=C(C2N=C(C)C3C(C=2)=CC(OC)=C(OC)C=3)[CH:8]=1)(=O)=O.[C:30]([C:34]1[CH:39]=C[C:37](B(O)O)=[CH:36][CH:35]=1)(C)(C)[CH3:31].C([O-])([O-])=[O:44].[K+].[K+]>C(#N)C.O.CCOC(C)=O.CC([O-])=O.CC([O-])=O.[Pd+2].CC(C1C=C(C(C)C)C(C2C=CC=CC=2P(C2CCCCC2)C2CCCCC2)=C(C(C)C)C=1)C>[CH3:8][CH2:7][O:6][C:34]([CH3:39])=[O:44].[CH3:31][CH2:30][CH2:34][CH2:35][CH2:36][CH3:37] |f:2.3.4,8.9.10,12.13|. Reported procedure: 3-(6,7-Dimethoxy-1-methylisoquinolin-3-yl)phenyl trifluoromethanesulfonate (130 mg), 4-t-butylphenylboronic acid (108 mg, 2 eq.), Pd(OAc)2 (7 mg, 0.1 eq.), XPhos (29 mg, 0.2 eq.), and K2CO3 (147 mg, 3.5 eq.) in 3 mL ACN and 1.5 mL H2O were combined in a flask and degassed. Reaction mixture was heated to 95° C. for 2 hours. Solution was then cooled to room temperature, diluted with EtOAc, and washed with saturated NaHCO3. Organic layer was dried over sodium sulfate and concentrated. Chromatograph... The reactants are Cl.C(C1=CC=CC=C1)OC1=C2CCCC(C2=CC=C1)C(=O)N(CC=1C=NNC1)C=1C=NC(=CC1)C(C)C (5-benzyloxy-N-(6-isopropylpyridin-3-yl)-N-[(pyrazol-4-yl)methyl]-1,2,3,4-tetrahydronaphthalene-1-carboxamide hydrochloride), C(CCCCCCCC)Br (nonyl bromide). Product: C(C1=CC=CC=C1)OC1=C2CCCC(C2=CC=C1)C(=O)N(CC=1C=NN(C1)CCCCCCCCC)C=1C=NC(=CC1)C(C)C (5-benzyloxy-N-(6-isopropylpyridin-3-yl)-N-[(1-nonylpyrazol-4-yl)methyl]-1,2,3,4-tetrahydronaphthalene-1-carboxamide). Reaction SMILES: Cl.[CH2:2]([O:9][C:10]1[CH:19]=[CH:18][CH:17]=[C:16]2[C:11]=1[CH2:12][CH2:13][CH2:14][CH:15]2[C:20]([N:22]([C:29]1[CH:30]=[N:31][C:32]([CH:35]([CH3:37])[CH3:36])=[CH:33][CH:34]=1)[CH2:23][C:24]1[CH:25]=[N:26][NH:27][CH:28]=1)=[O:21])[C:3]1[CH:8]=[CH:7][CH:6]=[CH:5][CH:4]=1.[CH2:38](Br)[CH2:39][CH2:40][CH2:41][CH2:42][CH2:43][CH2:44][CH2:45][CH3:46]>>[CH2:2]([O:9][C:10]1[CH:19]=[CH:18][CH:17]=[C:16]2[C:11]=1[CH2:12][CH2:13][CH2:14][CH:15]2[C:20]([N:22]([C:29]1[CH:30]=[N:31][C:32]([CH:35]([CH3:37])[CH3:36])=[CH:33][CH:34]=1)[CH2:23][C:24]1[CH:25]=[N:26][N:27]([CH2:38][CH2:39][CH2:40][CH2:41][CH2:42][CH2:43][CH2:44][CH2:45][CH3:46])[CH:28]=1)=[O:21])[C:3]1[CH:8]=[CH:7][CH:6]=[CH:5][CH:4]=1 |f:0.1|. Reported procedure: By the reaction and treatment in the same manner as in Example 83 using 5-benzyloxy-N-(6-isopropylpyridin-3-yl)-N-[(pyrazol-4-yl)methyl]-1,2,3,4-tetrahydronaphthalene-1-carboxamide hydrochloride (0.96 g) and nonyl bromide (0.57 mL) as starting materials, 5-benzyloxy-N-(6-isopropylpyridin-3-yl)-N-[(1-nonylpyrazol-4-yl)methyl]-1,2,3,4-tetrahydronaphthalene-1-carboxamide (1.20 g) was obtained. By the reaction and treatment of this compound in the same manner as in Example 139, 5-hydroxy-N-(6-isopro... Reactants: CCCCN1CCN2CCN(CCCC)P1N(CCCC)CC2, CC1CNCC(C)N1, CC(C)(C)[O-], Fc1ccc(-n2ncnc2-c2cc3c(s2)-c2nc(Cl)ccc2OCC3)c(F)c1, [Na+], CC(=O)[O-], CC(=O)[O-], [Pd+2]. Product: CC1CN(c2ccc3c(n2)-c2sc(-c4ncnn4-c4ccc(F)cc4F)cc2CCO3)CC(C)N1. As a reaction SMILES: [CH2:43]([N:44]1[CH2:45][CH2:46][N:47]2[CH2:48][CH2:49][N:50]([CH2:51][CH2:52][CH2:53][CH3:54])[P:55]1[N:56]([CH2:57][CH2:58][CH2:59][CH3:60])[CH2:61][CH2:62]2)[CH2:63][CH2:64][CH3:65].[CH3:29][CH:30]1[NH:31][CH:32]([CH3:36])[CH2:33][NH:34][CH2:35]1.[CH3:37][C:38]([CH3:39])([O-:40])[CH3:41].[Cl:1][c:2]1[cH:3][cH:4][c:5]2[c:6]([n:28]1)-[c:7]1[s:8][c:9](-[c:15]3[n:16](-[c:20]4[c:21]([F:27])[cH:22][c:23]([F:26])[cH:24][cH:25]4)[n:17][cH:18][n:19]3)[cH:10][c:11]1[CH2:12][CH2:13][O:14]2.[Na+:42].[O-:67][C:68]([CH3:69])=[O:70].[O-:71][C:72]([CH3:73])=[O:74].[Pd+2:66]>>[c:2]1([N:34]2[CH2:33][CH:32]([CH3:36])[NH:31][CH:30]([CH3:29])[CH2:35]2)[cH:3][cH:4][c:5]2[c:6]([n:28]1)-[c:7]1[s:8][c:9](-[c:15]3[n:16](-[c:20]4[c:21]([F:27])[cH:22][c:23]([F:26])[cH:24][cH:25]4)[n:17][cH:18][n:19]3)[cH:10][c:11]1[CH2:12][CH2:13][O:14]2. Solvent: O1CCOCC1 (1,4-dioxane). Reactants: ClC1=NC2=CC=C(C=C2N=C1Cl)C(=O)Cl (2,3-dichloroquinoxaline-6-carbonyl chloride), [BH4-].[Na+] (sodium borohydride), O (water). As a reaction SMILES: [Cl:1][C:2]1[C:11]([Cl:12])=[N:10][C:9]2[C:4](=[CH:5][CH:6]=[C:7]([C:13](Cl)=[O:14])[CH:8]=2)[N:3]=1.[BH4-].[Na+].O>O1CCOCC1>[Cl:1][C:2]1[C:11]([Cl:12])=[N:10][C:9]2[C:4](=[CH:5][CH:6]=[C:7]([CH2:13][OH:14])[CH:8]=2)[N:3]=1 |f:1.2|. Reported procedure: To a suspension of 25.3 g portion of 2,3-dichloroquinoxaline-6-carbonyl chloride synthesized in accordance with the procedure disclosed in JP-A 57-98274 in 400 ml of anhydrous 1,4-dioxane, was added 14.0 g of sodium borohydride, and the mixture was stirred at room temperature for 10 minutes in an atmosphere of nitrogen. With cooling on an ice bath, to this was added dropwise 100 ml of water. Thereafter, 1,4-dioxane was evaporated under a reduced pressure, and the resulting residue was purified b... Yields the product ClC1=NC2=CC=C(C=C2N=C1Cl)CO (2,3-dichloro-6-hydroxymethylquinoxaline). Reaction conditions: time 10 minute. Starting materials: C(C)OC(CNC1CC2=CC(=CC(=C2CC1)F)F)=O (ethyl[(5,7-difluoro-1,2,3,4-tetrahydronaphthalen-2-yl)-amino]acetate), C(=O)OC(C)=O (Acetic formic anhydride). The solvent is C(Cl)Cl (methylene chloride). Reaction conditions: temperature 0 celsius, time 2 hour. Product: C(C)OC(CN(C=O)C1CC2=CC(=CC(=C2CC1)F)F)=O (ethyl[(5,7-difluoro-1,2,3,4-tetrahydronaphthalen-2-yl)(formyl)amino]acetate). Yield: 97.7%. Reaction SMILES: [CH2:1]([O:3][C:4](=[O:19])[CH2:5][NH:6][CH:7]1[CH2:16][CH2:15][C:14]2[C:9](=[CH:10][C:11]([F:18])=[CH:12][C:13]=2[F:17])[CH2:8]1)[CH3:2].[CH:20](OC(=O)C)=[O:21]>C(Cl)Cl>[CH2:1]([O:3][C:4](=[O:19])[CH2:5][N:6]([CH:7]1[CH2:16][CH2:15][C:14]2[C:9](=[CH:10][C:11]([F:18])=[CH:12][C:13]=2[F:17])[CH2:8]1)[CH:20]=[O:21])[CH3:2]. Procedure: A solution of ethyl[(5,7-difluoro-1,2,3,4-tetrahydronaphthalen-2-yl)-amino]acetate (7.15 g, 25.6 mmol) in 20 mL of methylene chloride under argon was cooled to approximately 0° C. Acetic formic anhydride (9.7 mL, 67.3 mmol) was cooled to 0° C. and added over 5 to 10 minutes. The mixture was stirred 0° C. for 2 hours and then allowed to warm to room temperature. The solvent was removed by co-evaporation with toluene (3×50 mL). Crystallization of the residue under high vacuum gave ethyl[(5,7-diflu... Yields the product Cc1nc(CC2(C(F)(F)F)CC2)cn1C(c1ccccc1)(c1ccccc1)c1ccccc1. RXN SMILES: [CH3:4][c:5]1[n:6]([C:19]([c:20]2[cH:21][cH:22][cH:23][cH:24][cH:25]2)([c:26]2[cH:27][cH:28][cH:29][cH:30][cH:31]2)[c:32]2[cH:33][cH:34][cH:35][cH:36][cH:37]2)[cH:7][c:8]([C:10](=[O:11])[C:12]2([C:15]([F:16])([F:17])[F:18])[CH2:13][CH2:14]2)[n:9]1.[K+:39].[NH2:2][NH2:3].[OH-:38].[OH2:1].[OH2:40].[OH:41][CH2:42][CH2:43][OH:44]>>[CH3:4][c:5]1[n:6]([C:19]([c:20]2[cH:21][cH:22][cH:23][cH:24][cH:25]2)([c:26]2[cH:27][cH:28][cH:29][cH:30][cH:31]2)[c:32]2[cH:33][cH:34][cH:35][cH:36][cH:37]2)[cH:7][c:8]([CH2:10][C:12]2([C:15]([F:16])([F:17])[F:18])[CH2:13][CH2:14]2)[n:9]1. The reactants are Cc1nc(C(=O)C2(C(F)(F)F)CC2)cn1C(c1ccccc1)(c1ccccc1)c1ccccc1, [K+], NN, [OH-], O, O, OCCO. RXN SMILES: Cl[C:2]1[CH:11]=[C:10]2[C:5]([C:6](=[O:18])[C:7]([C:15]([OH:17])=[O:16])=[CH:8][N:9]2[CH:12]2[CH2:14][CH2:13]2)=[CH:4][CH:3]=1.[NH:19]1[CH2:24][CH2:23][NH:22][CH2:21][CH2:20]1>>[CH:12]1([N:9]2[C:10]3[C:5](=[CH:4][CH:3]=[C:2]([N:19]4[CH2:24][CH2:23][NH:22][CH2:21][CH2:20]4)[CH:11]=3)[C:6](=[O:18])[C:7]([C:15]([OH:17])=[O:16])=[CH:8]2)[CH2:14][CH2:13]1. Yields the product C1(CC1)N1C=C(C(C2=CC=C(C=C12)N1CCNCC1)=O)C(=O)O (1-cyclopropyl-1,4-dihydro-4-oxo-7-(piperazin-1-yl)-quinoline-3-carboxylic acid). Reported procedure: Analogously to Example C, 7-chloro-1-cyclopropyl-1,4-dihydro-4-oxo-quinoline-3-carboxylic acid is reacted with piperazine to give 1-cyclopropyl-1,4-dihydro-4-oxo-7-(piperazin-1-yl)-quinoline-3-carboxylic acid which decomposes at 298°-300° C. Preparation Examples for the end products according to the invention: Reactants: ClC1=CC=C2C(C(=CN(C2=C1)C1CC1)C(=O)O)=O (7-chloro-1-cyclopropyl-1,4-dihydro-4-oxo-quinoline-3-carboxylic acid), N1CCNCC1 (piperazine).